From a dataset of the Open Reaction Database (ORD), a public repository of structured organic reaction records. describe an organic reaction: reactants, conditions, products, and yield The reactants are CC(C)(C)c1cccc(Nc2cnc3cc(O)ccc3n2)c1, O=C([O-])[O-], CNC(=O)c1cc(Cl)ccn1, CN(C)C=O, [K+], [K+]. The product is CNC(=O)c1cc(Oc2ccc3nc(Nc4cccc(C(C)(C)C)c4)cnc3c2)ccn1. As a reaction SMILES: [C:1]([CH3:2])([CH3:3])([CH3:4])[c:5]1[cH:6][c:7]([NH:11][c:12]2[n:13][c:14]3[cH:15][cH:16][c:17]([OH:22])[cH:18][c:19]3[n:20][cH:21]2)[cH:8][cH:9][cH:10]1.[C:34](=[O:35])([O-:36])[O-:37].[CH3:23][NH:24][C:25](=[O:26])[c:27]1[n:28][cH:29][cH:30][c:31]([Cl:33])[cH:32]1.[CH3:40][N:41]([CH3:42])[CH:43]=[O:44].[K+:38].[K+:39]>>[C:1]([CH3:2])([CH3:3])([CH3:4])[c:5]1[cH:6][c:7]([NH:11][c:12]2[n:13][c:14]3[cH:15][cH:16][c:17]([O:22][c:31]4[cH:30][cH:29][n:28][c:27]([C:25]([NH:24][CH3:23])=[O:26])[cH:32]4)[cH:18][c:19]3[n:20][cH:21]2)[cH:8][cH:9][cH:10]1. The reactants are solution, FC1=C(C=CC(=C1)F)C(CSC)=O (2',4'-difluoro-2-(methylthio)acetophenone), [O-]S(=O)(=O)C(F)(F)F.F[N+]1=CC=CC=C1 (N-fluoropyridinium triflate), CCCCCC (n-hexane), C(Cl)(Cl)Cl (chloroform). Solvent: ClC(CCl)Cl (1,1,2-trichloroethane). Run at temperature 100 celsius, time 1 hour. The product is CSC(C(=O)C1=C(C=C(C=C1)F)F)(F)F (2-methylthio-2,2,2',4'-tetrafluoroacetophenone), oil. Isolated yield 47.5%. Reaction SMILES: [F:1][C:2]1[CH:7]=[C:6]([F:8])[CH:5]=[CH:4][C:3]=1[C:9](=[O:13])CSC.[O-][S:15]([C:18]([F:21])(F)[F:19])(=O)=O.F[N+]1C=CC=C[CH:24]=1.CCCCCC.C(Cl)(Cl)Cl>ClC(Cl)CCl>[CH3:24][S:15][C:18]([F:21])([F:19])[C:9]([C:3]1[CH:4]=[CH:5][C:6]([F:8])=[CH:7][C:2]=1[F:1])=[O:13] |f:1.2|. Reported procedure: To a 20 ml solution of 0.5 g (2.5 mmol) of 2',4'-difluoro-2-(methylthio)acetophenone [Compound (2a-1)] in 1,1,2-trichloroethane, 3.0 g (12.1 mmol) of N-fluoropyridinium triflate ("Onoda Fluorinate FP-T500", trade name; product of Chichibu Onoda Co., Ltd.) were added at an internal temperature of 80° C., followed by stirring at an internal temperature of 100° C. for one hour. After cooling, the reaction mixture was added to n-hexane. The insoluble matter precipitated was filtered off. The insolub... Starting materials: O=C([O-])O, CN(C)CCCC1c2ccccc2OC12CCCCCC2, Cc1ccccc1, CCOC(=O)Cl, [Na+], O. Product: CCOC(=O)N(C)CCCC1c2ccccc2OC12CCCCCC2. RXN SMILES: [C:22](=[O:23])([OH:24])[O-:25].[CH3:1][N:2]([CH2:3][CH2:4][CH2:5][CH:6]1[C:7]2([O:8][c:9]3[c:10]1[cH:11][cH:12][cH:13][cH:14]3)[CH2:15][CH2:16][CH2:17][CH2:18][CH2:19][CH2:20]2)[CH3:21].[CH3:34][c:35]1[cH:36][cH:37][cH:38][cH:39][cH:40]1.[Cl:27][C:28](=[O:29])[O:30][CH2:31][CH3:32].[Na+:26].[OH2:33]>>[CH3:1][N:2]([CH2:3][CH2:4][CH2:5][CH:6]1[C:7]2([O:8][c:9]3[c:10]1[cH:11][cH:12][cH:13][cH:14]3)[CH2:15][CH2:16][CH2:17][CH2:18][CH2:19][CH2:20]2)[C:28](=[O:29])[O:30][CH2:31][CH3:32]. Starting materials: CO, Clc1ccccc1Cl, O=C1c2c(O)ccc([N+](=O)[O-])c2C(=O)c2c([N+](=O)[O-])ccc(O)c21, Oc1cccc(O)c1O. Yields the product Nc1ccc(O)c2c1C(=O)c1c([N+](=O)[O-])ccc(O)c1C2=O. Reaction SMILES: [CH3:42][OH:43].[Cl:1][c:2]1[cH:3][cH:4][cH:5][cH:6][c:7]1[Cl:8].[N+:9](=[O:10])([O-:11])[c:12]1[cH:13][cH:14][c:15]([OH:32])[c:16]2[c:25]1[C:24](=[O:26])[c:23]1[c:18]([c:19]([OH:30])[cH:20][cH:21][c:22]1[N+:27]([O-:28])=[O:29])[C:17]2=[O:31].[OH:33][c:34]1[c:35]([OH:36])[c:37]([OH:38])[cH:39][cH:40][cH:41]1>>[N+:9](=[O:10])([O-:11])[c:12]1[cH:13][cH:14][c:15]([OH:32])[c:16]2[c:25]1[C:24](=[O:26])[c:23]1[c:18]([c:19]([OH:30])[cH:20][cH:21][c:22]1[NH2:27])[C:17]2=[O:31].